Dataset: the Open Reaction Database (ORD), a public repository of structured organic reaction records. Task: describe an organic reaction: reactants, conditions, products, and yield The reactants are B(OCC)(OCC)OCC (triethyl borate), C(=O)(O)C1=CC=CC2=C1N=NS2 (carboxybenzo-1,2,3-thiadiazole), CO (methanol). Solvent: O1CCCC1 (tetrahydrofuran), O1CCCC1 (tetrahydrofuran). Product: OCC1=CC=CC=2N=NSC21 (7-hydroxymethylbenzo-1,2,3-thiadiazole). RXN SMILES: C([C:4]1[C:9]2[N:10]=[N:11][S:12][C:8]=2[CH:7]=[CH:6][CH:5]=1)(O)=O.B(OCC)(OCC)[O:14][CH2:15]C.CO>O1CCCC1>[OH:14][CH2:15][C:7]1[C:8]2[S:12][N:11]=[N:10][C:9]=2[CH:4]=[CH:5][CH:6]=1. Procedure details: To a suspension of 54 g of carboxybenzo-1,2,3-thiadiazole in 420 ml of tetrahydrofuran there are added dropwise under a nitrogen atmosphere with stirring at room temperature 110 ml of triethyl borate, the mixture is stirred for a further hour and subsequently treated dropwise with 45.6 ml of boranedimethyl sulfide complex in 60 ml of tetrahydrofuran, with gentle cooling, during which process gas is evolved vigorously. The mixture is stirred overnight and allowed to stand at room temperature and ... Starting materials: FC1=C(N)C=C(C=C1)F (2,5-difluoroaniline), CC(C(=O)OCC)C(=O)OCC (diethyl 2-methylmalonate). The product is FC1=C(C=C(C=C1)F)NC(C(C(=O)OCC)C)=O (ethyl 3-(2,5-difluorophenylamino)-2-methyl-3-oxopropanoate). RXN SMILES: [F:1][C:2]1[CH:8]=[CH:7][C:6]([F:9])=[CH:5][C:3]=1[NH2:4].[CH3:10][CH:11]([C:17](OCC)=[O:18])[C:12]([O:14][CH2:15][CH3:16])=[O:13]>>[F:1][C:2]1[CH:8]=[CH:7][C:6]([F:9])=[CH:5][C:3]=1[NH:4][C:17](=[O:18])[CH:11]([CH3:10])[C:12]([O:14][CH2:15][CH3:16])=[O:13]. Procedure: Prepared according to Procedure A using 2,5-difluoroaniline (5.00 g, 38.7 mmol) and diethyl 2-methylmalonate to give ethyl 3-(2,5-difluorophenylamino)-2-methyl-3-oxopropanoate. Mass Spectrum (ESI) m/e=258.1 (M+1).